From a dataset of the Open Reaction Database (ORD), a public repository of structured organic reaction records. describe an organic reaction: reactants, conditions, products, and yield The reactants are FC=1C=C(C=CC1C(F)(F)F)C1NCCC2=CC=CC=C12 (1-(3-fluoro-4-(trifluoromethyl)phenyl)-1,2,3,4-tetrahydro-isoquinoline), C(C)(C)N=C=O (isopropyl isocyanate). Run in C(Cl)Cl (DCM). Reaction conditions: time 1 hour. The product is FC=1C=C(C=CC1C(F)(F)F)C1N(CCC2=CC=CC=C12)C(=O)NC(C)C (1-(3-Fluoro-4-(trifluoromethyl)phenyl)-N-isopropyl-3,4-dihydroisoquinoline-2(1H)-carboxamide). As a reaction SMILES: [F:1][C:2]1[CH:3]=[C:4]([CH:12]2[C:21]3[C:16](=[CH:17][CH:18]=[CH:19][CH:20]=3)[CH2:15][CH2:14][NH:13]2)[CH:5]=[CH:6][C:7]=1[C:8]([F:11])([F:10])[F:9].[CH:22]([N:25]=[C:26]=[O:27])([CH3:24])[CH3:23]>C(Cl)Cl>[F:1][C:2]1[CH:3]=[C:4]([CH:12]2[C:21]3[C:16](=[CH:17][CH:18]=[CH:19][CH:20]=3)[CH2:15][CH2:14][N:13]2[C:26]([NH:25][CH:22]([CH3:24])[CH3:23])=[O:27])[CH:5]=[CH:6][C:7]=1[C:8]([F:11])([F:9])[F:10]. Reported procedure: To a stirred solution of 1-(3-fluoro-4-(trifluoromethyl)phenyl)-1,2,3,4-tetrahydro-isoquinoline (0.1020 g, 0.345 mmol) in 3 mL of DCM, isopropyl isocyanate (0.0400 mL, 0.407 mmol) was added. The solution was stirred for 1 h. Solvent was evaporated and the residue was purified by silica gel chromatography (0-50% EtOAc in hexanes) then again with 10-40% EtOAc in hexanes to afford the title compound as a white solid. MS (ESI pos. ion) m/z: 381.1 (M+1). 1H NMR (300 MHz, CHLOROFORM-d) δ ppm 7.48 (t, ... Reactants: FC1=C(C=CC2=C1N(C(C1=C(N=CC=C21)C)=O)C)OCC(CC(C)C)(C)NC(OC(C)(C)C)=O (tert-butyl (1-((7-fluoro-4,6-dimethyl-5-oxo-5,6 dihydrobenzo[c][2,7]naphthyridin-8-yl)oxy)-2,4-dimethylpentan-2-yl)carbamate), Cl (HCl), O1CCOCC1 (1,4-dioxane). The solvent is CO (MeOH). Run at temperature 0 celsius, time 2 hour. Yields the product NC(COC=1C=CC2=C(N(C(C3=C(N=CC=C23)C)=O)C)C1F)(CC(C)C)C (8-((2-amino-2,4-dimethylpentyl)oxy)-7-fluoro-4,6-dimethylbenzo[c][2,7]naphthyridin-5(6H)-one). Yield: 5.7%. Reaction SMILES: [F:1][C:2]1[C:7]2[N:8]([CH3:18])[C:9](=[O:17])[C:10]3[C:15]([C:6]=2[CH:5]=[CH:4][C:3]=1[O:19][CH2:20][C:21]([NH:27]C(=O)OC(C)(C)C)([CH3:26])[CH2:22][CH:23]([CH3:25])[CH3:24])=[CH:14][CH:13]=[N:12][C:11]=3[CH3:16].Cl.O1CCOCC1>CO>[NH2:27][C:21]([CH3:26])([CH2:22][CH:23]([CH3:24])[CH3:25])[CH2:20][O:19][C:3]1[CH:4]=[CH:5][C:6]2[C:15]3[C:10](=[C:11]([CH3:16])[N:12]=[CH:13][CH:14]=3)[C:9](=[O:17])[N:8]([CH3:18])[C:7]=2[C:2]=1[F:1]. Procedure: To a solution of tert-butyl (1-((7-fluoro-4,6-dimethyl-5-oxo-5,6 dihydrobenzo[c][2,7]naphthyridin-8-yl)oxy)-2,4-dimethylpentan-2-yl)carbamate (200 mg, 0.424 mmol) in MeOH (6 mL) at 0° C. was added 4M HCl in 1,4-dioxane (3 mL, 99.0 mmol). The reaction mixture was stirred at 0° C. for 2 h. After 2 h, the reaction mixture was concentrated under reduced pressure to afford crude product which was purified by preparative HPLC to afford 8-((2-amino-2,4-dimethylpentyl)oxy)-7-fluoro-4,6-dimethylbenzo[c][...